This data is from the Open Reaction Database (ORD), a public repository of structured organic reaction records. The task is: describe an organic reaction: reactants, conditions, products, and yield Reactants: CCCCOc1cc(C=CC(=O)OC)ccc1-c1cccc(NC)c1, CO. Product: CCCCOc1cc(CCC(=O)OC)ccc1-c1cccc(NC)c1. As a reaction SMILES: [CH2:1]([CH2:2][CH2:3][CH3:4])[O:5][c:6]1[c:7](-[c:18]2[cH:19][c:20]([NH:24][CH3:25])[cH:21][cH:22][cH:23]2)[cH:8][cH:9][c:10]([CH:12]=[CH:13][C:14](=[O:15])[O:16][CH3:17])[cH:11]1.[CH3:26][OH:27]>>[CH2:1]([CH2:2][CH2:3][CH3:4])[O:5][c:6]1[c:7](-[c:18]2[cH:19][c:20]([NH:24][CH3:25])[cH:21][cH:22][cH:23]2)[cH:8][cH:9][c:10]([CH2:12][CH2:13][C:14](=[O:15])[O:16][CH3:17])[cH:11]1.